Dataset: the Open Reaction Database (ORD), a public repository of structured organic reaction records. Task: describe an organic reaction: reactants, conditions, products, and yield Reactants: BrC1=CC(=NC2=CC=C(C=C12)O)C1=CC(=C(C=C1)O)F (4-Bromo-2-(3-fluoro-4-hydroxyphenyl)quinolin-6-ol), FC(C1=CC=C(C=C1)B(O)O)(F)F (4-trifluoromethylphenylboronic acid). Product: FC=1C=C(C=CC1O)C1=NC2=CC=C(C=C2C(=C1)C1=CC=C(C=C1)C(F)(F)F)O (2-(3-Fluoro-4-hydroxyphenyl)-4-(4-trifluoromethylphenyl)quinolin-6-ol). Isolated yield 76.0%. RXN SMILES: Br[C:2]1[C:11]2[C:6](=[CH:7][CH:8]=[C:9]([OH:12])[CH:10]=2)[N:5]=[C:4]([C:13]2[CH:18]=[CH:17][C:16]([OH:19])=[C:15]([F:20])[CH:14]=2)[CH:3]=1.[F:21][C:22]([F:33])([F:32])[C:23]1[CH:28]=[CH:27][C:26](B(O)O)=[CH:25][CH:24]=1>>[F:20][C:15]1[CH:14]=[C:13]([C:4]2[CH:3]=[C:2]([C:26]3[CH:27]=[CH:28][C:23]([C:22]([F:33])([F:32])[F:21])=[CH:24][CH:25]=3)[C:11]3[C:6](=[CH:7][CH:8]=[C:9]([OH:12])[CH:10]=3)[N:5]=2)[CH:18]=[CH:17][C:16]=1[OH:19]. Procedure details: This compound was prepared from 6b using 4-trifluoromethylphenylboronic acid according to method P. Yellow crystals; Yield: 76%; mp 299–300° C.; 1H-NMR (400 MHz, DMSO-d6) δ 7.07 (dd, J=8.8, 8.8 Hz, 1H), 7.12 (d, J=2.6 Hz, 1H), 7.31 (dd, J=9.1, 2.6 Hz, 1H), 7.40 (d, J=8.0 Hz, 2H), 7.49 (d, J=8.0 Hz, 2H), 7.82 (s, 1H), 7.94 (dd, J=8.4, 2.1 Hz, 1H), 7.96 (d, J=9.0 Hz, 1H), 8.07 (dd, J=13.0, 2.0 Hz, 1H), 9.91 (s, 1H), 10.21 (s, 1H); 19F-NMR (400 MHz, DMSO-d6) δ −136.58 (dd, J=13.2, 9.3 Hz), −61.43 (...